Dataset: the Open Reaction Database (ORD), a public repository of structured organic reaction records. Task: describe an organic reaction: reactants, conditions, products, and yield The reactants are OC=1C=CC2=C(CCS2)C1 (5-hydroxy-2,3-dihydrobenzothiophene), C(C)(C)(C)O (t-butanol), OS(=O)(=O)O (H2SO4). Solvent: C1=CC=CC=C1 (benzene), O (water). Conditions: temperature 60 celsius. Yields the product C(C)(C)(C)C1=CC2=C(CCS2)C=C1 (6-t-Butyl-2,3-dihydrobenzothiophene). Isolated yield 19.8%. Reaction SMILES: O[C:2]1[CH:3]=[CH:4][C:5]2[S:9][CH2:8][CH2:7][C:6]=2[CH:10]=1.[C:11](O)([CH3:14])([CH3:13])[CH3:12].OS(O)(=O)=O>C1C=CC=CC=1.O>[C:11]([C:3]1[CH:2]=[CH:10][C:6]2[CH2:7][CH2:8][S:9][C:5]=2[CH:4]=1)([CH3:14])([CH3:13])[CH3:12]. Procedure: To a solution of 5-hydroxy-2,3-dihydrobenzothiophene (500 mg, 3.28 mmoles) in 20 mL benzene in a sealable tube was added t-butanol (729 mg, 9.84 mmoles, 3.0 eq) and 0.4 mL concentrated H2SO4. The tube was sealed and the reaction mixture heated at 60° C. for 24 hours. The reaction mixture was cooled, diluted with water (50 mL) and extracted 2×25 mL ether. The combined extracts were washed with sodium bicarbonate (1×25 mL), H2O (1×25 mL) and brine (1×25 mL). The organic layer was then dried over N...